From a dataset of the Open Reaction Database (ORD), a public repository of structured organic reaction records. describe an organic reaction: reactants, conditions, products, and yield The product is CCc1nc2c(cnn2CC)c(NC2CCOCC2)c1CNC(=O)c1cccc(C(=O)NCc2cc(-c3cccc(CN4CCCNCC4)c3)ccc2OC)c1. Reaction SMILES: [C:65]([O:66][BH-:67]([O:68][C:69](=[O:70])[CH3:71])[O:72][C:73](=[O:74])[CH3:75])(=[O:76])[CH3:77].[C:79]([OH:80])(=[O:81])[CH3:82].[CH2:1]([CH3:2])[n:3]1[n:4][cH:5][c:6]2[c:7]1[n:8][c:9]([CH2:49][CH3:50])[c:10]([CH2:19][NH:20][C:21](=[O:22])[c:23]1[cH:24][c:25]([C:29](=[O:30])[NH:31][CH2:32][c:33]3[cH:34][c:35](-[c:41]4[cH:42][c:43]([CH:47]=[O:48])[cH:44][cH:45][cH:46]4)[cH:36][cH:37][c:38]3[O:39][CH3:40])[cH:26][cH:27][cH:28]1)[c:11]2[NH:12][CH:13]1[CH2:14][CH2:15][O:16][CH2:17][CH2:18]1.[Cl:83][CH2:84][Cl:85].[N:51]1([C:58]([O:59][C:60]([CH3:61])([CH3:62])[CH3:63])=[O:64])[CH2:52][CH2:53][NH:54][CH2:55][CH2:56][CH2:57]1.[Na+:78]>>[CH2:1]([CH3:2])[n:3]1[n:4][cH:5][c:6]2[c:7]1[n:8][c:9]([CH2:49][CH3:50])[c:10]([CH2:19][NH:20][C:21](=[O:22])[c:23]1[cH:24][c:25]([C:29](=[O:30])[NH:31][CH2:32][c:33]3[cH:34][c:35](-[c:41]4[cH:42][c:43]([CH2:47][N:51]5[CH2:52][CH2:53][NH:54][CH2:55][CH2:56][CH2:57]5)[cH:44][cH:45][cH:46]4)[cH:36][cH:37][c:38]3[O:39][CH3:40])[cH:26][cH:27][cH:28]1)[c:11]2[NH:12][CH:13]1[CH2:14][CH2:15][O:16][CH2:17][CH2:18]1. Starting materials: CC(=O)O[BH-](OC(C)=O)OC(C)=O, CC(=O)O, CCc1nc2c(cnn2CC)c(NC2CCOCC2)c1CNC(=O)c1cccc(C(=O)NCc2cc(-c3cccc(C=O)c3)ccc2OC)c1, ClCCl, CC(C)(C)OC(=O)N1CCCNCC1, [Na+]. The reactants are [Cl-].CC=1C=CN2N=C(N(C(C21)=O)C2=CC=CC=C2)[C@H](C)[NH3+] ((S)-1-(5-Methyl-4-oxo-3-phenyl-3,4-dihydropyrrolo[2,1-f][1,2,4]triazin-2-yl)ethanaminium chloride), ClC=1C2=C(N=CN1)N(C=C2SC2=C(C=CC(=C2)F)OC)COCC[Si](C)(C)C (4-chloro-5-((5-fluoro-2-methoxyphenyl)thio)-7-((2-(trimethylsilyl)ethoxy)methyl)-7H-pyrrolo[2,3-d]pyrimidine), [F-].[Cs+] (cesium fluoride), C(C)(C)N(C(C)C)CC (N,N-diisopropylethylamine). Run in C(C)(C)(C)O (tert-butanol). Reaction conditions: temperature 125 celsius. Product: FC=1C=CC(=C(C1)SC1=CN(C=2N=CN=C(C21)N[C@@H](C)C2=NN1C(C(N2C2=CC=CC=C2)=O)=C(C=C1)C)COCC[Si](C)(C)C)OC ((S)-2-(1-((5-((5-Fluoro-2-methoxyphenyl)thio)-7-((2-(trimethylsilyl)ethoxy)methyl)-7H-pyrrolo[2,3-d]pyrimidin-4-yl)amino)ethyl)-5-methyl-3-phenylpyrrolo[2,1-f][1,2,4]triazin-4(3H)-one). Yield: 72.1%. RXN SMILES: [Cl-].[CH3:2][C:3]1[CH:4]=[CH:5][N:6]2[C:11]=1[C:10](=[O:12])[N:9]([C:13]1[CH:18]=[CH:17][CH:16]=[CH:15][CH:14]=1)[C:8]([C@@H:19]([NH3+:21])[CH3:20])=[N:7]2.Cl[C:23]1[C:24]2[C:31]([S:32][C:33]3[CH:38]=[C:37]([F:39])[CH:36]=[CH:35][C:34]=3[O:40][CH3:41])=[CH:30][N:29]([CH2:42][O:43][CH2:44][CH2:45][Si:46]([CH3:49])([CH3:48])[CH3:47])[C:25]=2[N:26]=[CH:27][N:28]=1.[F-].[Cs+].C(N(CC)C(C)C)(C)C>C(O)(C)(C)C>[F:39][C:37]1[CH:36]=[CH:35][C:34]([O:40][CH3:41])=[C:33]([S:32][C:31]2[C:24]3[C:23]([NH:21][C@H:19]([C:8]4[N:9]([C:13]5[CH:18]=[CH:17][CH:16]=[CH:15][CH:14]=5)[C:10](=[O:12])[C:11]5=[C:3]([CH3:2])[CH:4]=[CH:5][N:6]5[N:7]=4)[CH3:20])=[N:28][CH:27]=[N:26][C:25]=3[N:29]([CH2:42][O:43][CH2:44][CH2:45][Si:46]([CH3:48])([CH3:47])[CH3:49])[CH:30]=2)[CH:38]=1 |f:0.1,3.4|. Procedure details: (S)-1-(5-Methyl-4-oxo-3-phenyl-3,4-dihydropyrrolo[2,1-f][1,2,4]triazin-2-yl)ethanaminium chloride (39 mg, 0.13 mmol) was treated with 4-chloro-5-((5-fluoro-2-methoxyphenyl)thio)-7-((2-(trimethylsilyl)ethoxy)methyl)-7H-pyrrolo[2,3-d]pyrimidine (56 mg, 0.13 mmol), cesium fluoride (8 mg, 0.05 mmol), N,N-diisopropylethylamine (201 μl, 1.15 mmol) and tert-butanol (0.78 ml) as a solvent according to Preparation 13 but heating the reaction mixture at 125° C. overnight. The residue was purified using SP...